From a dataset of the Open Reaction Database (ORD), a public repository of structured organic reaction records. describe an organic reaction: reactants, conditions, products, and yield Product: CC(c1ccc(B2OC(C)(C)C(C)(C)O2)cc1)N1CCCC(CC(C)(C)O)(c2ccccc2)NC1=O. The reactants are C=C(C)CC1(c2ccccc2)CCCN(C(C)c2ccc(B3OC(C)(C)C(C)(C)O3)cc2)C(=O)N1, CC(C)O, ClCCl, [Co], [SiH3]c1ccccc1. RXN SMILES: [CH3:1][C:2]([CH2:3][C:4]1([c:29]2[cH:30][cH:31][cH:32][cH:33][cH:34]2)[NH:5][C:6](=[O:28])[N:7]([CH:11]([CH3:12])[c:13]2[cH:14][cH:15][c:16]([B:19]3[O:20][C:21]([CH3:26])([CH3:27])[C:22]([CH3:24])([CH3:25])[O:23]3)[cH:17][cH:18]2)[CH2:8][CH2:9][CH2:10]1)=[CH2:35].[CH:43]([CH3:44])([CH3:45])[OH:46].[Cl:47][CH2:48][Cl:49].[Co:50].[c:36]1([SiH3:37])[cH:38][cH:39][cH:40][cH:41][cH:42]1>>[CH3:1][C:2]([CH2:3][C:4]1([c:29]2[cH:30][cH:31][cH:32][cH:33][cH:34]2)[NH:5][C:6](=[O:28])[N:7]([CH:11]([CH3:12])[c:13]2[cH:14][cH:15][c:16]([B:19]3[O:20][C:21]([CH3:26])([CH3:27])[C:22]([CH3:24])([CH3:25])[O:23]3)[cH:17][cH:18]2)[CH2:8][CH2:9][CH2:10]1)([CH3:35])[OH:46].